The task is: describe an organic reaction: reactants, conditions, products, and yield. This data is from the Open Reaction Database (ORD), a public repository of structured organic reaction records. Starting materials: BrC(Br)(Br)Br, OCc1ccc(C2CCCCC2)c(C(F)(F)F)c1, ClCCl, c1ccc(P(c2ccccc2)c2ccccc2)cc1. Product: FC(F)(F)c1cc(CBr)ccc1C1CCCCC1. As a reaction SMILES: [Br:38][C:39]([Br:40])([Br:41])[Br:42].[CH:1]1([c:7]2[c:8]([C:15]([F:16])([F:17])[F:18])[cH:9][c:10]([CH2:13][OH:14])[cH:11][cH:12]2)[CH2:2][CH2:3][CH2:4][CH2:5][CH2:6]1.[Cl:43][CH2:44][Cl:45].[c:19]1([P:20]([c:21]2[cH:22][cH:23][cH:24][cH:25][cH:26]2)[c:27]2[cH:28][cH:29][cH:30][cH:31][cH:32]2)[cH:33][cH:34][cH:35][cH:36][cH:37]1>>[CH:1]1([c:7]2[c:8]([C:15]([F:16])([F:17])[F:18])[cH:9][c:10]([CH2:13][Br:38])[cH:11][cH:12]2)[CH2:2][CH2:3][CH2:4][CH2:5][CH2:6]1. Starting materials: Cc1ccccc1, CCN(Cc1cncc(C)n1)C(=O)CN(c1cc(N(C)C)ccc1Cl)S(=O)(=O)c1ccc(OC)c(OC)c1, S=P12SP3(=S)SP(=S)(S1)SP(=S)(S2)S3. Product: CCN(Cc1cncc(C)n1)C(=S)CN(c1cc(N(C)C)ccc1Cl)S(=O)(=O)c1ccc(OC)c(OC)c1. Reaction SMILES: [CH3:53][c:54]1[cH:55][cH:56][cH:57][cH:58][cH:59]1.[Cl:1][c:2]1[c:3]([N:11]([CH2:12][C:13](=[O:14])[N:15]([CH2:16][c:17]2[n:18][c:19]([CH3:23])[cH:20][n:21][cH:22]2)[CH2:24][CH3:25])[S:26](=[O:27])(=[O:28])[c:29]2[cH:30][c:31]([O:37][CH3:38])[c:32]([O:35][CH3:36])[cH:33][cH:34]2)[cH:4][c:5]([N:8]([CH3:9])[CH3:10])[cH:6][cH:7]1.[P:39]12(=[S:40])[S:41][P:42]3(=[S:52])[S:43][P:44](=[S:50])([S:45][P:46](=[S:49])([S:47]3)[S:48]1)[S:51]2>>[Cl:1][c:2]1[c:3]([N:11]([CH2:12][C:13]([N:15]([CH2:16][c:17]2[n:18][c:19]([CH3:23])[cH:20][n:21][cH:22]2)[CH2:24][CH3:25])=[S:40])[S:26](=[O:27])(=[O:28])[c:29]2[cH:30][c:31]([O:37][CH3:38])[c:32]([O:35][CH3:36])[cH:33][cH:34]2)[cH:4][c:5]([N:8]([CH3:9])[CH3:10])[cH:6][cH:7]1. The reactants are CC(C)=O, C1CC2CNCC1O2, O=C1CCN(c2nc(Cl)nc(Cl)n2)CC1, Cl, [Na+], [Na+], O=C([O-])[O-]. Yields the product O=C1CCN(c2nc(Cl)nc(N3CC4CCC(C3)O4)n2)CC1. Reaction SMILES: [CH3:31][C:32](=[O:33])[CH3:34].[CH:2]12[CH2:3][NH:4][CH2:5][CH:6]([CH2:7][CH2:8]1)[O:9]2.[Cl:10][c:11]1[n:12][c:13]([N:18]2[CH2:19][CH2:20][C:21](=[O:24])[CH2:22][CH2:23]2)[n:14][c:15]([Cl:17])[n:16]1.[ClH:1].[Na+:25].[Na+:26].[O-:27][C:28](=[O:29])[O-:30]>>[CH:2]12[CH2:3][N:4]([c:15]3[n:14][c:13]([N:18]4[CH2:19][CH2:20][C:21](=[O:24])[CH2:22][CH2:23]4)[n:12][c:11]([Cl:10])[n:16]3)[CH2:5][CH:6]([CH2:7][CH2:8]1)[O:9]2.